Dataset: the Open Reaction Database (ORD), a public repository of structured organic reaction records. Task: describe an organic reaction: reactants, conditions, products, and yield The reactants are CCO, ClCCNCCCl, Cl, Nc1ccc2[nH]ccc2c1, [Na+], [Na+], O=C([O-])[O-]. The product is c1cc2cc(N3CCNCC3)ccc2[nH]1. RXN SMILES: [CH3:25][CH2:26][OH:27].[Cl:2][CH2:3][CH2:4][NH:5][CH2:6][CH2:7][Cl:8].[ClH:1].[NH2:9][c:10]1[cH:11][c:12]2[cH:13][cH:14][nH:15][c:16]2[cH:17][cH:18]1.[Na+:19].[Na+:20].[O-:21][C:22](=[O:23])[O-:24]>>[CH2:3]1[CH2:4][NH:5][CH2:6][CH2:7][N:9]1[c:10]1[cH:11][c:12]2[cH:13][cH:14][nH:15][c:16]2[cH:17][cH:18]1. The solvent is CN(C=O)C (N,N-dimethylformamide). Reaction SMILES: [H-].[Na+].[CH2:3]=[C:4]([CH2:11][CH2:12][CH2:13][CH2:14][CH2:15][CH2:16][CH2:17][CH2:18][CH2:19][CH2:20][CH2:21][CH2:22][CH2:23][CH2:24][CH2:25][CH3:26])[CH2:5][CH:6]([CH2:9][OH:10])[CH2:7][OH:8].[CH2:27](Br)[CH2:28][CH2:29][CH2:30][CH2:31][CH2:32][CH2:33][CH2:34][CH2:35][CH2:36][CH2:37][CH2:38][CH2:39][CH2:40][CH2:41][CH3:42]>CN(C)C=O>[CH2:42]([O:10][CH2:9][CH:6]([CH2:5][C:4](=[CH2:3])[CH2:11][CH2:12][CH2:13][CH2:14][CH2:15][CH2:16][CH2:17][CH2:18][CH2:19][CH2:20][CH2:21][CH2:22][CH2:23][CH2:24][CH2:25][CH3:26])[CH2:7][OH:8])[CH2:41][CH2:40][CH2:39][CH2:38][CH2:37][CH2:36][CH2:35][CH2:34][CH2:33][CH2:32][CH2:31][CH2:30][CH2:29][CH2:28][CH3:27] |f:0.1|. Procedure: A solution of 80 mg of 60% sodium hydride in 20 ml of N,N-dimethylformamide is stirred at room temperature. A 680 mg portion of 2-(2-methyleneoctadecyl)-1,3-propanediol and 0.61 ml of hexadecylbromide are added and the mixture warmed very slowly to 60°-70° C. The mixture is evaporated, dissolved in ether, and is washed with water and brine then flash chromatographed (5% ethyl acetate:petroleum ether), to give 550 mg of the desired compound as colorless crystals, mp. 37°-38° C. The reactants are C=C(CC(CO)CO)CCCCCCCCCCCCCCCC (2-(2-methyleneoctadecyl)-1,3-propanediol), C(CCCCCCCCCCCCCCC)Br (hexadecylbromide), [H-].[Na+] (sodium hydride). Product: C(CCCCCCCCCCCCCCC)OCC(CO)CC(CCCCCCCCCCCCCCCC)=C (2-[(Hexadecyloxy)methyl]-4-methylene-1-eicosanol). Starting materials: Cc1nc2c(C(N)=O)cc(N3CCOCC3)cc2n1Cc1cccc2ccccc12, ClCCl, CN(C)C=O, O=P(Cl)(Cl)Cl. Yields the product Cc1nc2c(C#N)cc(N3CCOCC3)cc2n1Cc1cccc2ccccc12. Reaction SMILES: [CH3:1][c:2]1[n:3][c:4]2[c:5]([n:6]1[CH2:7][c:8]1[cH:9][cH:10][cH:11][c:12]3[cH:13][cH:14][cH:15][cH:16][c:17]13)[cH:18][c:19]([N:25]1[CH2:26][CH2:27][O:28][CH2:29][CH2:30]1)[cH:20][c:21]2[C:22](=[O:23])[NH2:24].[Cl:41][CH2:42][Cl:43].[O:36]=[CH:37][N:38]([CH3:39])[CH3:40].[P:31]([Cl:32])([Cl:33])([Cl:34])=[O:35]>>[CH3:1][c:2]1[n:3][c:4]2[c:5]([n:6]1[CH2:7][c:8]1[cH:9][cH:10][cH:11][c:12]3[cH:13][cH:14][cH:15][cH:16][c:17]13)[cH:18][c:19]([N:25]1[CH2:26][CH2:27][O:28][CH2:29][CH2:30]1)[cH:20][c:21]2[C:22]#[N:24]. Reactants: [Br-], [Br-], [Br-], CN(C)c1ccc(C=O)cc1, ClCCl, c1cc[nH+]cc1, c1cc[nH+]cc1, c1cc[nH+]cc1. Yields the product CN(C)c1ccc(C=O)cc1Br. Reaction SMILES: [Br-:12].[Br-:13].[Br-:14].[CH3:1][N:2]([c:3]1[cH:4][cH:5][c:6]([CH:7]=[O:8])[cH:9][cH:10]1)[CH3:11].[Cl:33][CH2:34][Cl:35].[nH+:15]1[cH:16][cH:17][cH:18][cH:19][cH:20]1.[nH+:21]1[cH:22][cH:23][cH:24][cH:25][cH:26]1.[nH+:27]1[cH:28][cH:29][cH:30][cH:31][cH:32]1>>[CH3:1][N:2]([c:3]1[c:4]([Br:12])[cH:5][c:6]([CH:7]=[O:8])[cH:9][cH:10]1)[CH3:11].